From a dataset of the Open Reaction Database (ORD), a public repository of structured organic reaction records. describe an organic reaction: reactants, conditions, products, and yield Reactants: FC=1C=C(C=CC1C(=O)O)C1=CC=C(C=C1)C(CC(C1=CC(=NC=C1)C)=NO)C1=C(C=CC=C1)C (3-fluoro-4′-[3-[hydroxyimino]-3-(2-methyl-pyridin-4-yl)-1-o-tolyl-propyl]-biphenyl-4-carboxylic acid), Cl (HCl). The solvent is COCCOC (DME), O1CCOCC1 (dioxane). Run at temperature 50 celsius, time 4 hour. The product is FC=1C=C(C=CC1C(=O)O)C1=CC=C(C=C1)C(C\C(\C1=CC(=NC=C1)C)=N/O)C1=C(C=CC=C1)C (3-fluoro-4′-[3-[(E)-hydroxyimino]-3-(2-methyl-pyridin-4-yl)-1-o-tolyl-propyl]-biphenyl-4-carboxylic acid). RXN SMILES: [F:1][C:2]1[CH:3]=[C:4]([C:11]2[CH:16]=[CH:15][C:14]([CH:17]([C:29]3[CH:34]=[CH:33][CH:32]=[CH:31][C:30]=3[CH3:35])[CH2:18][C:19](=[N:27][OH:28])[C:20]3[CH:25]=[CH:24][N:23]=[C:22]([CH3:26])[CH:21]=3)=[CH:13][CH:12]=2)[CH:5]=[CH:6][C:7]=1[C:8]([OH:10])=[O:9].Cl>COCCOC.O1CCOCC1>[F:1][C:2]1[CH:3]=[C:4]([C:11]2[CH:16]=[CH:15][C:14]([CH:17]([C:29]3[CH:34]=[CH:33][CH:32]=[CH:31][C:30]=3[CH3:35])[CH2:18]/[C:19](=[N:27]\[OH:28])/[C:20]3[CH:25]=[CH:24][N:23]=[C:22]([CH3:26])[CH:21]=3)=[CH:13][CH:12]=2)[CH:5]=[CH:6][C:7]=1[C:8]([OH:10])=[O:9]. Procedure details: To a suspension of 3-fluoro-4′-[3-[hydroxyimino]-3-(2-methyl-pyridin-4-yl)-1-o-tolyl-propyl]-biphenyl-4-carboxylic acid (example 112; 151 mg) in DME (2.5 mL) was added HCl in dioxane (4M, 0.8 mL) at rt. The reaction mixture was stirred at 50° C. for 4 hours, was concentrated and dissolved in ethyl acetate (5 mL) and a saturated aqueous solution of NaHCO3 (0.1 mL). A saturated aqueous solution of NH4Cl was added, the phases were separated and the inorganic one was extracted with EtOAc (2×). The c... Reaction SMILES: [C:1]([O:20][CH2:21][C@H:22]1[O:26][C@@H:25]([N:27]2[C:36]3[N:35]=[CH:34][N:33]=[C:31]([NH2:32])[C:30]=3[N:29]=[CH:28]2)[C@H:24]([OH:37])[C@@H:23]1[OH:38])([C:14]1[CH:19]=[CH:18][CH:17]=[CH:16][CH:15]=1)([C:8]1[CH:13]=[CH:12][CH:11]=[CH:10][CH:9]=1)[C:2]1[CH:7]=[CH:6][CH:5]=[CH:4][CH:3]=1.C([Sn](=O)CC[CH2:46][CH3:47])CCC.[S:49](Cl)([C:52]([F:55])([F:54])[F:53])(=[O:51])=[O:50].C[OH:58]>>[C:46]([O:38][C@@H:23]1[C@@H:22]([CH2:21][O:20][C:1]([C:14]2[CH:15]=[CH:16][CH:17]=[CH:18][CH:19]=2)([C:2]2[CH:3]=[CH:4][CH:5]=[CH:6][CH:7]=2)[C:8]2[CH:13]=[CH:12][CH:11]=[CH:10][CH:9]=2)[O:26][C@@H:25]([N:27]2[C:36]3[N:35]=[CH:34][N:33]=[C:31]([NH2:32])[C:30]=3[N:29]=[CH:28]2)[C@@H:24]1[O:37][S:49]([C:52]([F:55])([F:54])[F:53])(=[O:51])=[O:50])(=[O:58])[CH3:47]. Yields the product C(C)(=O)O[C@H]1[C@H]([C@@H](O[C@@H]1COC(C1=CC=CC=C1)(C1=CC=CC=C1)C1=CC=CC=C1)N1C=NC=2C(N)=NC=NC12)OS(=O)(=O)C(F)(F)F (3'-O-acetyl-2'-O-triflyl-5'-O-trityladenosine). Procedure details: A mixture of 5'-O-trityladenosine (497 mg, 1 mmol) and dibutyltin oxide (249 mg, 1 mmol) in methanol (50 mL) is heated under reflux until a clear solution is obtained. The solution is concentrated in vacuo, the residue dissolved in dimethylformamide (20 mL). To the ice cooled solution is added triflyl chloride (190 mg, 1.1 mmol), and the mixture stirred for 90 minutes at room temperature, and then concentrated in vacuo. The residue is dissolved in pyridine (20 mL), and the solution treated with ... The reactants are C(C1=CC=CC=C1)(C1=CC=CC=C1)(C1=CC=CC=C1)OC[C@@H]1[C@H]([C@H]([C@@H](O1)N1C=NC=2C(N)=NC=NC12)O)O (5'-O-trityladenosine), C(CCC)[Sn](CCCC)=O (dibutyltin oxide), CO (methanol), ice, S(=O)(=O)(C(F)(F)F)Cl (triflyl chloride). Run at time 90 minute. Starting materials: CN1CCN(c2ccc(Nc3ncc4ccc(Br)n4n3)cc2)CC1, CO, CC(C)(C)[O-], Cc1ccccc1, ClCCl, Nc1ccccc1, [Na+], O=C(C=Cc1ccccc1)C=Cc1ccccc1, O=C(C=Cc1ccccc1)C=Cc1ccccc1, O=C(C=Cc1ccccc1)C=Cc1ccccc1, [Pd], [Pd]. Yields the product CN1CCN(c2ccc(Nc3ncc4ccc(Nc5ccccc5)n4n3)cc2)CC1. Reaction SMILES: [Br:1][c:2]1[cH:3][cH:4][c:5]2[cH:6][n:7][c:8]([NH:11][c:12]3[cH:13][cH:14][c:15]([N:18]4[CH2:19][CH2:20][N:21]([CH3:24])[CH2:22][CH2:23]4)[cH:16][cH:17]3)[n:9][n:10]12.[CH3:101][OH:102].[CH3:32][C:33]([CH3:34])([O-:35])[CH3:36].[CH3:38][c:39]1[cH:40][cH:41][cH:42][cH:43][cH:44]1.[Cl:103][CH2:104][Cl:105].[NH2:25][c:26]1[cH:27][cH:28][cH:29][cH:30][cH:31]1.[Na+:37].[O:47]=[C:48]([CH:49]=[CH:50][c:51]1[cH:52][cH:53][cH:54][cH:55][cH:56]1)[CH:57]=[CH:58][c:59]1[cH:60][cH:61][cH:62][cH:63][cH:64]1.[O:65]=[C:66]([CH:67]=[CH:68][c:69]1[cH:70][cH:71][cH:72][cH:73][cH:74]1)[CH:75]=[CH:76][c:77]1[cH:78][cH:79][cH:80][cH:81][cH:82]1.[O:83]=[C:84]([CH:85]=[CH:86][c:87]1[cH:88][cH:89][cH:90][cH:91][cH:92]1)[CH:93]=[CH:94][c:95]1[cH:96][cH:97][cH:98][cH:99][cH:100]1.[Pd:45].[Pd:46]>>[c:2]1([NH:25][c:26]2[cH:27][cH:28][cH:29][cH:30][cH:31]2)[cH:3][cH:4][c:5]2[cH:6][n:7][c:8]([NH:11][c:12]3[cH:13][cH:14][c:15]([N:18]4[CH2:19][CH2:20][N:21]([CH3:24])[CH2:22][CH2:23]4)[cH:16][cH:17]3)[n:9][n:10]12. As a reaction SMILES: [F:1][C:2]([F:32])([F:31])[CH2:3][C:4]([NH:6][NH:7][C:8]1[C:13]([C:14]([F:17])([F:16])[F:15])=[C:12]([N:18]([CH2:20][CH:21]2[CH2:23][CH:22]2[C:24]2[CH:29]=[CH:28][C:27]([F:30])=[CH:26][CH:25]=2)[CH3:19])[CH:11]=[CH:10][N:9]=1)=O.CC[N+](S(N=C(OC)[O-])(=O)=O)(CC)CC>C1COCC1.CCOC(C)=O>[F:30][C:27]1[CH:28]=[CH:29][C:24]([CH:22]2[CH2:23][CH:21]2[CH2:20][N:18]([CH3:19])[C:12]2[CH:11]=[CH:10][N:9]3[C:4]([CH2:3][C:2]([F:32])([F:31])[F:1])=[N:6][N:7]=[C:8]3[C:13]=2[C:14]([F:17])([F:16])[F:15])=[CH:25][CH:26]=1. Run at time 90 minute. Yield: 29.1%. The product is FC1=CC=C(C=C1)C1C(C1)CN(C1=C(C=2N(C=C1)C(=NN2)CC(F)(F)F)C(F)(F)F)C (N-((2-(4-fluorophenyl)cyclopropyl)methyl)-N-methyl-3-(2,2,2-trifluoroethyl)-8-(trifluoromethyl)-[1,2,4]triazolo[4,3-a]pyridin-7-amine). The solvent is C1CCOC1 (THF), CCOC(=O)C (EtOAc). Reactants: FC(CC(=O)NNC1=NC=CC(=C1C(F)(F)F)N(C)CC1C(C1)C1=CC=C(C=C1)F)(F)F (3,3,3-trifluoro-N′-(4-(((2-(4-fluorophenyl)cyclopropyl)methyl)(methyl)amino)-3-(trifluoromethyl)pyridin-2-yl)propanehydrazide), CC[N+](CC)(CC)S(=O)(=O)N=C([O-])OC (Burgess reagent). Reported procedure: A mixture of 3,3,3-trifluoro-N′-(4-(((2-(4-fluorophenyl)cyclopropyl)methyl)(methyl)amino)-3-(trifluoromethyl)pyridin-2-yl)propanehydrazide (0.5 g, 1.077 mmol) and Burgess reagent (0.513 g, 2.153 mmol) in THF (10 mL) was heated to reflux stirring for 90 min. The reaction mixture was diluted with EtOAc and washed with aqueous sodium bicarbonate. The aqueous layer was extracted with EtOAc (3×20 mL). The combined organic layers were washed with aqueous sodium bicarbonate (2×20 mL), dried with brine ... Starting materials: O (water), N1=CC=CC=C1 (pyridine), P(Br)(Br)Br (phosphorus tribromide), C(C)OC(CCCC)O (pentane diol monoethyl ether), N1=CC=CC=C1 (pyridine). Solvent: C1=CC=CC=C1 (benzene). Reaction conditions: temperature -5 celsius, time 10 minute. Product: C(C)OCCCCCBr (5-bromopentyl ethyl ether). The yield is 182.0%. RXN SMILES: N1C=CC=CC=1.P(Br)(Br)[Br:8].[CH2:11]([O:13][CH:14](O)[CH2:15][CH2:16][CH2:17][CH3:18])[CH3:12].O>C1C=CC=CC=1>[CH2:11]([O:13][CH2:14][CH2:15][CH2:16][CH2:17][CH2:18][Br:8])[CH3:12]. Reported procedure: 10 g of pyridine was added dropwise to a solution of 78 g (0.29 mol) of phosphorus tribromide in 130 ml of benzene. After the solution was stirred for 10 minutes and cooled to -5° C., a mixture of 102 g (0.77 mol) of pentane diol monoethyl ether and 5 g of pyridine was added dropwise. After maintaining the reaction temperature at 0° C. and stirring for 2 hours, the solution was stirred for 8 hours at the room temperature. 100 ml of water was added and extracted with diethyl ether. The organic la... Reactants: CC=1NC(=C(C(C1C(=O)O)C1=CC(=CC=C1)[N+](=O)[O-])C(=O)OC)C (1,4-dihydro-2,6-dimethyl-5-methoxycarbonyl-4-(3-nitrophenyl)pyridine-3-carboxylic acid), N1(C=NC=C1)C1=CC=C(C=C1)/C=C/CO ((E)-3-{4-(1-imidazolyl)phenyl}-2-propen-1-ol), C1(CCCCC1)N=C=NC1CCCCC1 (dicyclohexylcarbodiimide), 4-N,N-dimethylaminopyridine. The solvent is C1(=CC=CC=C1)C (toluene). The product is CC=1NC(=C(C(C1C(=O)OC\C=C\C1=CC=C(C=C1)N1C=NC=C1)C1=CC(=CC=C1)[N+](=O)[O-])C(=O)OC)C ((E)-3-[4-(1-imidazolyl)phenyl]-2-propen-1-yl methyl 1,4-dihydro-2,6-dimethyl-4-(3-nitrophenyl)pyridine-3,5dicarboxylate). Reaction SMILES: [CH3:1][C:2]1[NH:3][C:4]([CH3:24])=[C:5]([C:20]([O:22][CH3:23])=[O:21])[CH:6]([C:11]2[CH:16]=[CH:15][CH:14]=[C:13]([N+:17]([O-:19])=[O:18])[CH:12]=2)[C:7]=1[C:8]([OH:10])=[O:9].[N:25]1([C:30]2[CH:35]=[CH:34][C:33](/[CH:36]=[CH:37]/[CH2:38]O)=[CH:32][CH:31]=2)[CH:29]=[CH:28][N:27]=[CH:26]1.C1(N=C=NC2CCCCC2)CCCCC1>C1(C)C=CC=CC=1>[CH3:1][C:2]1[NH:3][C:4]([CH3:24])=[C:5]([C:20]([O:22][CH3:23])=[O:21])[CH:6]([C:11]2[CH:16]=[CH:15][CH:14]=[C:13]([N+:17]([O-:19])=[O:18])[CH:12]=2)[C:7]=1[C:8]([O:10][CH2:38]/[CH:37]=[CH:36]/[C:33]1[CH:32]=[CH:31][C:30]([N:25]2[CH:29]=[CH:28][N:27]=[CH:26]2)=[CH:35][CH:34]=1)=[O:9]. Procedure details: 332 mg (1 mM) of 1,4-dihydro-2,6-dimethyl-5-methoxycarbonyl-4-(3-nitrophenyl)pyridine-3-carboxylic acid together with 200 mg (1 mM) of (E)-3-{4-(1-imidazolyl)phenyl}-2-propen-1-ol, 248 mg (1.2 mM) of dicyclohexylcarbodiimide and 134 mg (1.1 mM) of 4-N,N-dimethylaminopyridine were dissolved in 5 ml of toluene, while heating, and refluxed for six hours. The solution was cooled to room temperature, and the crystals produced was filtered off. The filtrate was washed with water and dried over anhydro... The reactants are CC(=O)OC(C)=O, CC(=O)O, Nc1nnc(-c2cccc(Cl)c2Cl)c(N)n1. Product: CC(=O)Nc1nc(N)nnc1-c1cccc(Cl)c1Cl. Reaction SMILES: [CH3:17][C:18](=[O:19])[O:20][C:21](=[O:22])[CH3:23].[CH3:24][C:25](=[O:26])[OH:27].[NH2:1][c:2]1[n:3][n:4][c:5](-[c:9]2[c:10]([Cl:16])[c:11]([Cl:15])[cH:12][cH:13][cH:14]2)[c:6]([NH2:8])[n:7]1>>[NH2:1][c:2]1[n:3][n:4][c:5](-[c:9]2[c:10]([Cl:16])[c:11]([Cl:15])[cH:12][cH:13][cH:14]2)[c:6]([NH:8][C:18]([CH3:17])=[O:19])[n:7]1. The reactants are ClC(C(=O)OC)C(=O)C (methyl 2-chloroacetoacetate), C(C1=CC=CC=C1)(=S)N (thiobenzamide). The solvent is CCO (EtOH). Yields the product CC=1N=C(SC1C(=O)OC)C1=CC=CC=C1 (methyl 4-methyl-2-phenylthiazole-5-carboxylate). Isolated yield 41.8%. Reaction SMILES: Cl[CH:2]([C:7]([CH3:9])=O)[C:3]([O:5][CH3:6])=[O:4].[C:10]([NH2:18])(=[S:17])[C:11]1[CH:16]=[CH:15][CH:14]=[CH:13][CH:12]=1>CCO>[CH3:9][C:7]1[N:18]=[C:10]([C:11]2[CH:16]=[CH:15][CH:14]=[CH:13][CH:12]=2)[S:17][C:2]=1[C:3]([O:5][CH3:6])=[O:4]. Procedure: A solution of methyl 2-chloroacetoacetate (1.86 g, 12.4 mmol) and thiobenzamide (1.7 g, 12.4 mmol) in EtOH (50 mL) was refluxed for 18 h. The mixture was evaporated to dryness and the resulting oil was purified by flash chromatography to give methyl 4-methyl-2-phenylthiazole-5-carboxylate (1.21 g, 42%) as a colourless oil: 1H NMR (300 MHz, CDCl3) δ (TMS) 8.0-7.9 (m, 2H, arom), 7.5-7.4 (m, 3H, arom), 3.87 (s, 3H, OMe), 2.76 (s, 3H, Me-thiazole). Analysis calculated for C12H11NO2S: C 61.78; H 4.75... Starting materials: [BH3-]C#N.[Na+] (NaCNBH3), C(=O)C=1C=C(C(=O)O)C=CC1 (3-formyl-benzoic acid), NC1=NNC2=NC=NC(=C21)NC2=CC(=CC=C2)Cl (3-amino-4-(3-chloro-phenylamino)-1H-pyrazolo[3,4-d]pyrimidine), C(C)(=O)O (acetic acid). Solvent: CO (methanol), CN1CCN(C1=O)C (DMEU). Conditions: time 1 hour. Yields the product C(=O)(O)C=1C=C(CNC2=NNC3=NC=NC(=C32)NC3=CC(=CC=C3)Cl)C=CC1 (3-(3-carboxy-benzylamino)-4-(3-chloro-phenylamino)-1H-pyrazolo[3,4-d]pyrimidine). Reaction SMILES: [CH:1]([C:3]1[CH:4]=[C:5]([CH:9]=[CH:10][CH:11]=1)[C:6]([OH:8])=[O:7])=O.[NH2:12][C:13]1[C:21]2[C:16](=[N:17][CH:18]=[N:19][C:20]=2[NH:22][C:23]2[CH:28]=[CH:27][CH:26]=[C:25]([Cl:29])[CH:24]=2)[NH:15][N:14]=1.C(O)(=O)C.[BH3-]C#N.[Na+]>CO.CN1C(=O)N(C)CC1>[C:6]([C:5]1[CH:4]=[C:3]([CH:11]=[CH:10][CH:9]=1)[CH2:1][NH:12][C:13]1[C:21]2[C:16](=[N:17][CH:18]=[N:19][C:20]=2[NH:22][C:23]2[CH:28]=[CH:27][CH:26]=[C:25]([Cl:29])[CH:24]=2)[NH:15][N:14]=1)([OH:8])=[O:7] |f:3.4|. Procedure: 225 mg (1.50 mmol) of 3-formyl-benzoic acid are added to a solution of 261 mg (1.00 mmol) of 3-amino-4-(3-chloro-phenylamino)-1H-pyrazolo[3,4-d]pyrimidine in 26 ml of methanol, 13 ml of DMEU and 120 mg (2.0 mmol) of acetic acid under a N2 atmosphere. The reaction mixture is stirred for 1 hour, during which time a solid precipitates, and then 440 mg (7.0 mmol) of NaCNBH3 are added. Stirring is carried out for 5 days, the suspension changing to a clear solution. The methanol is evaporated off usin... Reactants: CCOc1cc(C(C)(C)C)ncc1C1=NC(C)(c2ccc(Cl)cc2)C(C)(c2ccc(Cl)cc2)N1C(=O)N1CCN(CC(=O)O)CC1, NCc1ccco1. Yields the product CCOc1cc(C(C)(C)C)ncc1C1=NC(C)(c2ccc(Cl)cc2)C(C)(c2ccc(Cl)cc2)N1C(=O)N1CCN(CC(=O)NCc2ccco2)CC1. Reaction SMILES: [C:1]([CH3:2])([CH3:3])([CH3:4])[c:5]1[cH:6][c:7]([O:44][CH2:45][CH3:46])[c:8]([C:11]2=[N:15][C:14]([CH3:16])([c:17]3[cH:18][cH:19][c:20]([Cl:23])[cH:21][cH:22]3)[C:13]([CH3:24])([c:25]3[cH:26][cH:27][c:28]([Cl:31])[cH:29][cH:30]3)[N:12]2[C:32](=[O:33])[N:34]2[CH2:35][CH2:36][N:37]([CH2:40][C:41](=[O:42])[OH:43])[CH2:38][CH2:39]2)[cH:9][n:10]1.[CH2:47]([c:48]1[cH:49][cH:50][cH:51][o:52]1)[NH2:53]>>[C:1]([CH3:2])([CH3:3])([CH3:4])[c:5]1[cH:6][c:7]([O:44][CH2:45][CH3:46])[c:8]([C:11]2=[N:15][C:14]([CH3:16])([c:17]3[cH:18][cH:19][c:20]([Cl:23])[cH:21][cH:22]3)[C:13]([CH3:24])([c:25]3[cH:26][cH:27][c:28]([Cl:31])[cH:29][cH:30]3)[N:12]2[C:32](=[O:33])[N:34]2[CH2:35][CH2:36][N:37]([CH2:40][C:41](=[O:43])[NH:53][CH2:47][c:48]3[cH:49][cH:50][cH:51][o:52]3)[CH2:38][CH2:39]2)[cH:9][n:10]1.